The task is: describe an organic reaction: reactants, conditions, products, and yield. This data is from the Open Reaction Database (ORD), a public repository of structured organic reaction records. The reactants are ClC1=C(SC=C1)C(=O)Cl (3-chloro-2-thiophenecarbonyl chloride), N[C@@H](CCN1CCC(CC1)C=1C=C(C=CC1)NC(C(C)C)=O)C1=CC=CC=C1 (N-(3-{1-[(3S)-3-amino-3-phenylpropyl]-4-piperidinyl}phenyl)-2-methylpropanamide). Yields the product ClC1=C(SC=C1)C(=O)N[C@@H](CCN1CCC(CC1)C1=CC(=CC=C1)NC(C(C)C)=O)C1=CC=CC=C1 (3-CHLORO-N-((1S)-3-{4-[3-(ISOBUTYRYLAMINO)PHENYL]-1-PIPERIDINYL)-1-PHENYLPROPYL)-2-THIOPHENECARBOXAMIDE). Reaction SMILES: [Cl:1][C:2]1[CH:6]=[CH:5][S:4][C:3]=1[C:7](Cl)=[O:8].[NH2:10][C@H:11]([C:32]1[CH:37]=[CH:36][CH:35]=[CH:34][CH:33]=1)[CH2:12][CH2:13][N:14]1[CH2:19][CH2:18][CH:17]([C:20]2[CH:21]=[C:22]([NH:26][C:27](=[O:31])[CH:28]([CH3:30])[CH3:29])[CH:23]=[CH:24][CH:25]=2)[CH2:16][CH2:15]1>>[Cl:1][C:2]1[CH:6]=[CH:5][S:4][C:3]=1[C:7]([NH:10][C@H:11]([C:32]1[CH:33]=[CH:34][CH:35]=[CH:36][CH:37]=1)[CH2:12][CH2:13][N:14]1[CH2:19][CH2:18][CH:17]([C:20]2[CH:25]=[CH:24][CH:23]=[C:22]([NH:26][C:27](=[O:31])[CH:28]([CH3:30])[CH3:29])[CH:21]=2)[CH2:16][CH2:15]1)=[O:8]. Reported procedure: Prepared by Procedure Q1 and Scheme AC using 3-chloro-2-thiophenecarbonyl chloride and N-(3-{1-[(3S)-3-amino-3-phenylpropyl]-4-piperidinyl}phenyl)-2-methylpropanamide: ESMS m/e: 524.2 (M+H)+.